The task is: describe an organic reaction: reactants, conditions, products, and yield. This data is from the Open Reaction Database (ORD), a public repository of structured organic reaction records. Starting materials: C([O-])([O-])=O.[K+].[K+] (Potassium carbonate), BrCCO (2-bromoethanol), FC1=C(C#N)C=C(C=C1)C1=CN=C2C(=N1)N(N=N2)C[C@@H]2CN(CCO2)C2=NC=C(C=N2)C=2CCNCC2 ((S)-2-fluoro-5-(1-((4-(5-(1,2,3,6-tetrahydropyridin-4-yl)pyrimidin-2-yl)morpholine-2-yl)methyl)-1H-[1,2,3]triazolo[4,5-b]pyrazin-6-yl)benzonitrile), ClCCl.CO (dichloromethane methanol). Reagents/catalysts: CCN(CC)CC (Et3N). Run in CN(C)C=O (DMF). Conditions: time 13 hour. The product is FC1=C(C#N)C=C(C=C1)C1=CN=C2C(=N1)N(N=N2)C[C@@H]2CN(CCO2)C2=NC=C(C=N2)C=2CCN(CC2)CCO ((S)-2-fluoro-5-(1-((4-(5-(1-(2-hydroxyethyl)-1,2,3,6-tetrahydropyridin-4-yl)pyrimidin-2-yl)morpholin-2-yl)methyl)-1H-[1,2,3]triazolo[4,5-b]pyrazin-6-yl)benzonitrile). Yield: 18.9%. RXN SMILES: [F:1][C:2]1[CH:9]=[CH:8][C:7]([C:10]2[N:15]=[C:14]3[N:16]([CH2:19][C@H:20]4[O:25][CH2:24][CH2:23][N:22]([C:26]5[N:31]=[CH:30][C:29]([C:32]6[CH2:33][CH2:34][NH:35][CH2:36][CH:37]=6)=[CH:28][N:27]=5)[CH2:21]4)[N:17]=[N:18][C:13]3=[N:12][CH:11]=2)=[CH:6][C:3]=1[C:4]#[N:5].C(=O)([O-])[O-].[K+].[K+].Br[CH2:45][CH2:46][OH:47].ClCCl.CO>CN(C=O)C.CCN(CC)CC>[F:1][C:2]1[CH:9]=[CH:8][C:7]([C:10]2[N:15]=[C:14]3[N:16]([CH2:19][C@H:20]4[O:25][CH2:24][CH2:23][N:22]([C:26]5[N:27]=[CH:28][C:29]([C:32]6[CH2:33][CH2:34][N:35]([CH2:45][CH2:46][OH:47])[CH2:36][CH:37]=6)=[CH:30][N:31]=5)[CH2:21]4)[N:17]=[N:18][C:13]3=[N:12][CH:11]=2)=[CH:6][C:3]=1[C:4]#[N:5] |f:1.2.3,5.6|. Reported procedure: (S)-2-fluoro-5-(1-((4-(5-(1,2,3,6-tetrahydropyridin-4-yl)pyrimidin-2-yl)morpholine-2-yl)methyl)-1H-[1,2,3]triazolo[4,5-b]pyrazin-6-yl)benzonitrile 44 mg (0.09 mmol) was dissolved in DMF 1 ml. Potassium carbonate 36 mg (0.26 mmol) and 2-bromoethanol 0.009 ml (0.13 mmol) were added, and Et3N (2 drop) were added, followed by stirring at room temperature for 13 hours under nitrogen gas. When the reaction was completed, the reaction mixture was extracted two times or more with ethyl acetate and water... The reactants are OC1=C(C=CC=C1)C(C)=O (2′-hydroxyacetophenone), C1(CCCC1)=O (cyclopentanone), C1(CCCCC1)=O (cyclohexanone). The product is CC=1C=C2C(CC3(CCCC3)OC2=CC1)=O (6-methylspiro[chroman-2,1′-cyclopentan]-4-one). Reaction SMILES: [OH:1][C:2]1[CH:7]=[CH:6][CH:5]=[CH:4][C:3]=1[C:8](=[O:10])[CH3:9].[C:11]1(=O)[CH2:15][CH2:14][CH2:13][CH2:12]1.[C:17]1(=O)CCCCC1>>[CH3:17][C:5]1[CH:4]=[C:3]2[C:2](=[CH:7][CH:6]=1)[O:1][C:11]1([CH2:15][CH2:14][CH2:13][CH2:12]1)[CH2:9][C:8]2=[O:10]. Procedure: The title compound was prepared using the procedure as described in Example 1A, substituting 2′-hydroxy-5′-methylacetophenone (Aldrich, CAS#1450-72-2) for 2′-hydroxyacetophenone and cyclopentanone for cyclohexanone. 1H NMR (300 MHz, DMSO-d6) δ ppm 7.51 (m, 1H), 7.35 (m, 1H), 6.87 (d, J=8.5 Hz, 1H), 2.85 (s, 2H), 2.26 (s, 3H), 1.89-1.95 (m, 2H), 1.59-1.79 (m, 6H). MS (DCI+) m/z 217 (M+H), 234 (M+NH4). The reactants are CN(C)C=O, O=S(Cl)Cl, Oc1ncnc2cnccc12. Product: Clc1ncnc2cnccc12. Reaction SMILES: [CH3:16][N:17]([CH3:18])[CH:19]=[O:20].[S:12]([Cl:13])([Cl:14])=[O:15].[n:1]1[cH:2][n:3][c:4]([OH:11])[c:5]2[c:6]1[cH:7][n:8][cH:9][cH:10]2>>[n:1]1[cH:2][n:3][c:4]([Cl:14])[c:5]2[c:6]1[cH:7][n:8][cH:9][cH:10]2. Starting materials: CO, Cl, CC1(C)OC(=O)OC1c1nc(-c2ccc(F)cc2F)c(-c2ccc(=O)n(-c3c(F)cccc3F)c2)o1, [Na+], [OH-]. The product is CC(C)(O)C(O)c1nc(-c2ccc(F)cc2F)c(-c2ccc(=O)n(-c3c(F)cccc3F)c2)o1. As a reaction SMILES: [CH3:40][OH:41].[ClH:39].[F:1][c:2]1[c:3](-[n:9]2[c:10](=[O:36])[cH:11][cH:12][c:13](-[c:15]3[c:16](-[c:28]4[c:29]([F:35])[cH:30][c:31]([F:34])[cH:32][cH:33]4)[n:17][c:18]([CH:20]4[O:21][C:22](=[O:27])[O:23][C:24]4([CH3:25])[CH3:26])[o:19]3)[cH:14]2)[c:4]([F:8])[cH:5][cH:6][cH:7]1.[Na+:38].[OH-:37]>>[F:1][c:2]1[c:3](-[n:9]2[c:10](=[O:36])[cH:11][cH:12][c:13](-[c:15]3[c:16](-[c:28]4[c:29]([F:35])[cH:30][c:31]([F:34])[cH:32][cH:33]4)[n:17][c:18]([CH:20]([OH:21])[C:24]([OH:23])([CH3:25])[CH3:26])[o:19]3)[cH:14]2)[c:4]([F:8])[cH:5][cH:6][cH:7]1. The reactants are [Li]CCCC (BuLi), BrC1=NC=C(C=C1)CO[Si](C)(C)C(C)(C)C (2-bromo-5-(tert-butyldimethylsilyloxymethyl)pyridine), C(=O)(OC(C)(C)C)N1CCC(CC1)=O (N-Boc-4-piperidone), [NH4+].[Cl-] (NH4Cl), [F-].C(CCC)[N+](CCCC)(CCCC)CCCC (tetrabutylammonium fluoride), [SiH3]O[SiH3] (silyl ether), [NH4+].[Cl-] (NH4Cl). Solvent: hexanes, C1CCOC1 (THF), C1CCOC1 (THF), C1CCOC1 (THF), C1CCOC1 (THF). Run at temperature -78 celsius, time 30 minute. Yields the product OC1(CCN(CC1)C(=O)OC(C)(C)C)C1=NC=C(C=C1)CO (1,1-Dimethylethyl 4-hydroxy-4-[5-hydroxymethylpyridin-2-yl]-1-piperidine carboxylate). The yield is 43.5%. RXN SMILES: [Li]CCCC.Br[C:7]1[CH:12]=[CH:11][C:10]([CH2:13][O:14][Si](C(C)(C)C)(C)C)=[CH:9][N:8]=1.[C:22]([N:29]1[CH2:34][CH2:33][C:32](=[O:35])[CH2:31][CH2:30]1)([O:24][C:25]([CH3:28])([CH3:27])[CH3:26])=[O:23].[NH4+].[Cl-].[F-].C([N+](CCCC)(CCCC)CCCC)CCC.[SiH3]O[SiH3]>C1COCC1>[OH:35][C:32]1([C:7]2[CH:12]=[CH:11][C:10]([CH2:13][OH:14])=[CH:9][N:8]=2)[CH2:31][CH2:30][N:29]([C:22]([O:24][C:25]([CH3:28])([CH3:27])[CH3:26])=[O:23])[CH2:34][CH2:33]1 |f:3.4,5.6|. Procedure: A solution of BuLi (9.94 mmol) in hexanes (1.6 M, 6.2 ml) was added dropwise over 3 min to a stirred solution of 2-bromo-5-(tert-butyldimethylsilyloxymethyl)pyridine (2.0 g, 6.63 mmol) in THF (40 ml) at −78° C. under N2. The resulting solution was then stirred at −78° C. for 30 min and a solution of N-Boc-4-piperidone (1.95 g, 9.93 mmol) in THF (20 ml) was added. The reaction was allowed to warm to room temperature and stirred for a further 15 min. NH4Cl solution (40 ml) was added and the organi... Starting materials: MP-B(OAc)3H, N1CCNCC1 (piperazine), C(C)(=O)O (acetic acid), ClC1=CC=C(C=C1C1=CC(=CC=C1)C=O)CNC(CC(=O)NCC=1C(=C2C(=NC1CC)N(N=C2)CC)NC2CCOCC2)=O (N-[(6-chloro-3′-formyl-3-biphenylyl)methyl]-N′-{[1,6-diethyl-4-(tetrahydro-2H-pyran-4-ylamino)-1H-pyrazolo[3,4-b]pyridin-5-yl]methyl}propanediamide). Run in CS(=O)C (DMSO). Run at time 4 hour. The product is ClC1=CC=C(C=C1C1=CC(=CC=C1)CN1CCNCC1)CNC(CC(=O)NCC=1C(=C2C(=NC1CC)N(N=C2)CC)NC2CCOCC2)=O (N-{[6-Chloro-3′-(1-piperazinylmethyl)-3-biphenylyl]methyl}-N′-{[1,6-diethyl-4-(tetrahydro-2H-pyran-4-ylamino)-1H-pyrazolo[3,4-b]pyridin-5-yl]methyl}propanediamide). The yield is 29.3%. As a reaction SMILES: [Cl:1][C:2]1[C:7]([C:8]2[CH:13]=[CH:12][CH:11]=[C:10]([CH:14]=O)[CH:9]=2)=[CH:6][C:5]([CH2:16][NH:17][C:18](=[O:44])[CH2:19][C:20]([NH:22][CH2:23][C:24]2[C:25]([NH:37][CH:38]3[CH2:43][CH2:42][O:41][CH2:40][CH2:39]3)=[C:26]3[CH:34]=[N:33][N:32]([CH2:35][CH3:36])[C:27]3=[N:28][C:29]=2[CH2:30][CH3:31])=[O:21])=[CH:4][CH:3]=1.[NH:45]1[CH2:50][CH2:49][NH:48][CH2:47][CH2:46]1.C(O)(=O)C>CS(C)=O>[Cl:1][C:2]1[C:7]([C:8]2[CH:13]=[CH:12][CH:11]=[C:10]([CH2:14][N:45]3[CH2:50][CH2:49][NH:48][CH2:47][CH2:46]3)[CH:9]=2)=[CH:6][C:5]([CH2:16][NH:17][C:18](=[O:44])[CH2:19][C:20]([NH:22][CH2:23][C:24]2[C:25]([NH:37][CH:38]3[CH2:39][CH2:40][O:41][CH2:42][CH2:43]3)=[C:26]3[CH:34]=[N:33][N:32]([CH2:35][CH3:36])[C:27]3=[N:28][C:29]=2[CH2:30][CH3:31])=[O:21])=[CH:4][CH:3]=1. Procedure details: N-[(6-chloro-3′-formyl-3-biphenylyl)methyl]-N′-{[1,6-diethyl-4-(tetrahydro-2H-pyran-4-ylamino)-1H-pyrazolo[3,4-b]pyridin-5-yl]methyl}propanediamide (37.0 mg, 0.06 mmol) was diluted in DMSO (1.5 mL) and dispensed into a 1 dram vial containing piperazine (0.18 mmol) and acetic acid (3.6 mg, 0.6 mmol) and fitted with a magnetic stir bar. The resulting solution was stirring at room temperature for 4 h. MP-B(OAc)3H (0.6 mmol, 140 mg) was added and the solution was stirred for another 12 h. The polyme...